Dataset: the Open Reaction Database (ORD), a public repository of structured organic reaction records. Task: describe an organic reaction: reactants, conditions, products, and yield Starting materials: COC=1C=C2C(C(C(N(C2=CC1OC)C(=O)OCC)C)=CN)=O (l-ethyl 6,7-dimethoxy-3-aminomethylene-2-methyl-4-oxo-1,2,3,4-tetrahydroquinoline-1-carboxylate), [OH-].[Na+] (sodium hydroxide). Solvent: C(C)O (ethanol). Run at time 3 day. Yields the product COC=1C=C2C(CC(N(C2=CC1OC)C(=O)OCC)C)=O (l-Ethyl 6,7-Dimethoxy-2-methyl-4-oxo-1,2,3,4-tetrahydroquinoline-1-carboxylate). Reaction SMILES: [CH3:1][O:2][C:3]1[CH:4]=[C:5]2[C:10](=[CH:11][C:12]=1[O:13][CH3:14])[N:9]([C:15]([O:17][CH2:18][CH3:19])=[O:16])[CH:8]([CH3:20])[C:7](=CN)[C:6]2=[O:23].[OH-].[Na+]>C(O)C>[CH3:1][O:2][C:3]1[CH:4]=[C:5]2[C:10](=[CH:11][C:12]=1[O:13][CH3:14])[N:9]([C:15]([O:17][CH2:18][CH3:19])=[O:16])[CH:8]([CH3:20])[CH2:7][C:6]2=[O:23] |f:1.2|. Reported procedure: A mixture of 570 mg. of l-ethyl 6,7-dimethoxy-3-aminomethylene-2-methyl-4-oxo-1,2,3,4-tetrahydroquinoline-1-carboxylate, 1.78 ml. of 1N sodium hydroxide and 3 ml. of ethanol was heated under reflux for 24 hours and then stored at 25° C. for 3 days. The solvent was removed by evaporation in vacuo, and the residue was dissolved in ethyl acetate. The ethyl acetate solution was washed with water and then it was concentrated to give 540 mg. of an oil. The oil was chromatographed using 30 g. of silica... Product: C1(=CC=CC=C1)C1=NNC(=C1)CC[C@@H](CO)O ((S)-4-(3-Phenyl-1H-pyrazol-5-yl)butane-1,2-diol). The solvent is O (H2O). RXN SMILES: [CH2:1]([C:5]1[NH:9][N:8]=[C:7]([C:10]2[CH:15]=[CH:14][CH:13]=[CH:12][CH:11]=2)[CH:6]=1)CC=C.[CH:16]([OH:19])([CH3:18])[CH3:17].CC[C@@H]1[C@@H]2C[C@H]([C@@H](OC3C4C(=CC=CC=4)C(O[C@@H](C4C=CN=C5C=4C=C(OC)C=C5)[C@@H]4N5C[C@H](CC)[C@@H](CC5)C4)=NN=3)C3C=CN=C4C=3C=C([O:41]C)C=C4)N(CC2)C1>O>[C:10]1([C:7]2[CH:6]=[C:5]([CH2:1][CH2:17][C@H:16]([OH:19])[CH2:18][OH:41])[NH:9][N:8]=2)[CH:15]=[CH:14][CH:13]=[CH:12][CH:11]=1. Reactants: C(CC=C)C1=CC(=NN1)C1=CC=CC=C1 (5-(but-3-enyl)-3-phenyl-1H-pyrazole), C(C)(C)O (isopropanol), CC[C@H]1CN2CC[C@H]1C[C@@H]2[C@H](C3=C4C=C(C=CC4=NC=C3)OC)OC5=NN=C(C6=CC=CC=C65)O[C@H]([C@H]7C[C@@H]8CCN7C[C@@H]8CC)C9=C1C=C(C=CC1=NC=C9)OC (AD-mix-β). Run at time 48 hour. Procedure: To a solution of 5-(but-3-enyl)-3-phenyl-1H-pyrazole (1 g, 5.04 mmol) in H2O (25 mL), and isopropanol (25 mL) was added AD-mix-β (5 g, 5.04 mmol) at room temperature. The reaction was stirred for 48 h, quenched with Na2SO3 and extracted with ethyl acetate. The organic extract was dried over MgSO4 and concentrated under reduced pressure to give the title compound (1.02 g) without further purification. LCMS m/z=232.9 [M+H]+. Reactants: [H-].[Al+3].[Li+].[H-].[H-].[H-] (Lithium aluminum hydride), O.O.O.O.O.O.O.O.O.O.S(=O)(=O)([O-])[O-].[Na+].[Na+] (sodium sulfate decahydrate), C(CC)N(CCC)CC1=CC=C(C=C1)C=1N(C2=C(N1)C=CC(=C2)C#N)C (2-(4-dipropylaminomethyl-phenyl)-3-methyl-3H-benzimidazol-5-carbonitrile). The solvent is C1CCOC1 (THF), C1CCOC1 (THF). Run at temperature 0 celsius, time 1 hour. Yields the product NCC=1C=CC2=C(N(C(=N2)C2=CC=C(CN(CCC)CCC)C=C2)C)C1 ([4-(6-aminomethyl-1-methyl-1H-benzimidazol-2-yl)-benzyl]-dipropyl-amine). Isolated yield 59.6%. Reaction SMILES: [H-].[Al+3].[Li+].[H-].[H-].[H-].[CH2:7]([N:10]([CH2:14][C:15]1[CH:20]=[CH:19][C:18]([C:21]2[N:22]([CH3:32])[C:23]3[CH:29]=[C:28]([C:30]#[N:31])[CH:27]=[CH:26][C:24]=3[N:25]=2)=[CH:17][CH:16]=1)[CH2:11][CH2:12][CH3:13])[CH2:8][CH3:9].O.O.O.O.O.O.O.O.O.O.S([O-])([O-])(=O)=O.[Na+].[Na+]>C1COCC1>[NH2:31][CH2:30][C:28]1[CH:27]=[CH:26][C:24]2[N:25]=[C:21]([C:18]3[CH:19]=[CH:20][C:15]([CH2:14][N:10]([CH2:7][CH2:8][CH3:9])[CH2:11][CH2:12][CH3:13])=[CH:16][CH:17]=3)[N:22]([CH3:32])[C:23]=2[CH:29]=1 |f:0.1.2.3.4.5,7.8.9.10.11.12.13.14.15.16.17.18.19|. Procedure: Lithium aluminum hydride (64.0 mg) was suspended in THF (5.0 ml) and the whole was cooled to 0° C. A THF solution (5.0 ml) containing the compound (155 mg) obtained in Example 29-5 was dropped therein and the whole was stirred at 0° C. for 1 hour. After completion of the reaction, sodium sulfate decahydrate was added thereto until bubbling was stopped, and a 1 mol/l sodium hydroxide aqueous solution was then added thereto until a white precipitate was generated. A solid was separated by filtrati... Reactants: ClC1=NC=C(C=C1)Cl (2,5-dichloropyridine), [Li]C(C)(C)C (t-BuLi), II (iodine). Run in CCOCC (ether), CCOCC (ether). Conditions: temperature -65 celsius, time 2 hour. Yields the product ClC=1C(=NC(=CC1)Cl)I (3,6-dichloro-2-iodopyridine). Isolated yield 32.5%. Reaction SMILES: [Cl:1][C:2]1[CH:7]=[CH:6][C:5]([Cl:8])=[CH:4][N:3]=1.[Li]C(C)(C)C.[I:14]I>CCOCC>[Cl:8][C:5]1[C:4]([I:14])=[N:3][C:2]([Cl:1])=[CH:7][CH:6]=1. Reported procedure: To a solution of 2,5-dichloropyridine (95 g, 0.64 mol) in 1 L of dry ether was added dropwise t-BuLi (1.3 M, 500 mL, 0.65 mol) at −65° C. After addition, the mixture was stirred at −65° C. for 2 hrs, then the mixture was poured into a solution of iodine (180 g, 0.71 mol) in dry ether (700 mL) cooled at −60° C. Then the mixture was stirred at −65° C. for 1 hour and warmed to room temperature for another 1 hour. The mixture was quenched with H2O (400 mL), then extracted with EtOAc (200 mL). The or...